From a dataset of the Open Reaction Database (ORD), a public repository of structured organic reaction records. describe an organic reaction: reactants, conditions, products, and yield Starting materials: Cl (hydrochloric acid), CC(COC(=O)C=1C=C(C=C2C(CC(OC12)(C)C)(C)C)C#CC1=CC=C(C=C1)CC(=O)OC)(C)C (6-(4-methoxycarbonylmethyl-phenylethynyl)-2,2,4,4-tetramethyl-chroman-8-carboxylic acid 2,2-dimethylpropyl ester), CC(COC(=O)C=1C=C(C=C2C(CC(OC12)(C)C)(C)C)C#CC1=CC=C(C=C1)CC(=O)OC)(C)C (6-(4-methoxycarbonylmethyl-phenylethynyl)-2,2,4,4-tetramethyl-chroman-8-carboxylic acid 2,2-dimethylpropyl ester), [OH-].[Li+] (lithium hydroxide). Run in C(C)O (ethanol), O1CCCC1 (tetrahydrofuran), O (water). Conditions: time 30 minute. The product is CC(COC(=O)C=1C=C(C=C2C(CC(OC12)(C)C)(C)C)C#CC1=CC=C(C=C1)CC(=O)O)(C)C (6-(4-Carboxymethyl-phenylethynyl)-2,2,4,4-tetramethyl-chroman-8-carboxylic acid 2,2-dimethylpropyl ester). Yield: 82.4%. As a reaction SMILES: [CH3:1][C:2]([CH3:35])([CH3:34])[CH2:3][O:4][C:5]([C:7]1[CH:8]=[C:9]([C:21]#[C:22][C:23]2[CH:28]=[CH:27][C:26]([CH2:29][C:30]([O:32]C)=[O:31])=[CH:25][CH:24]=2)[CH:10]=[C:11]2[C:16]=1[O:15][C:14]([CH3:18])([CH3:17])[CH2:13][C:12]2([CH3:20])[CH3:19])=[O:6].[OH-].[Li+].Cl>C(O)C.O1CCCC1.O>[CH3:1][C:2]([CH3:35])([CH3:34])[CH2:3][O:4][C:5]([C:7]1[CH:8]=[C:9]([C:21]#[C:22][C:23]2[CH:24]=[CH:25][C:26]([CH2:29][C:30]([OH:32])=[O:31])=[CH:27][CH:28]=2)[CH:10]=[C:11]2[C:16]=1[O:15][C:14]([CH3:17])([CH3:18])[CH2:13][C:12]2([CH3:19])[CH3:20])=[O:6] |f:1.2|. Procedure: A solution of 6-(4-methoxycarbonylmethyl-phenylethynyl)-2,2,4,4-tetramethyl-chroman-8-carboxylic acid 2,2-dimethylpropyl ester (Intermediate 49, 0.198 g, 0.42 mmol) in ethanol (1 mL), tetrahydrofuran (1 mL) and water (1 mL) was treated with 1N lithium hydroxide (1.5 mL, 1.5 mmol) and the resulting reaction mixture was stirred at ambient temperature for 30 minutes. The reaction mixture was neutralized with 2N hydrochloric acid and extracted with ethyl acetate. The organic phase was washed with wa... Product: ClC1=C(C(=O)O)C=C(C=N1)C (2-Chloro-5-methyl-nicotinic acid). Reported procedure: A 2.5M solution of butyllithium in hexane (9.4 mL, 23.5 mmol) was added to tetrahydrofuran (50 mL) and the mixture cooled to −78° C. The mixture was treated with 2,2,6,6-tetramethylpiperidine (4.4 mL, 26.0 mmol) and stirred at −78° C. for 30 minutes. The reaction mixture was then treated with 2-chloro-5-methylpyridine (3.00 g, 23.5 mmol) and stirred at −78° C. for a further 2.5 hours. The reaction mixture was poured into a beaker of dry ice and warmed to room temperature on a water bath, then ex... The solvent is O1CCCC1 (tetrahydrofuran). Reaction conditions: temperature -78 celsius, time 30 minute. RXN SMILES: C([Li])CCC.CCCCCC.CC1(C)CCCC(C)(C)N1.[Cl:22][C:23]1[CH:28]=[CH:27][C:26]([CH3:29])=[CH:25][N:24]=1.[C:30](=[O:32])=[O:31]>O1CCCC1>[Cl:22][C:23]1[N:24]=[CH:25][C:26]([CH3:29])=[CH:27][C:28]=1[C:30]([OH:32])=[O:31]. Starting materials: C(=O)=O (dry ice), CC1(NC(CCC1)(C)C)C (2,2,6,6-tetramethylpiperidine), ClC1=NC=C(C=C1)C (2-chloro-5-methylpyridine), solution, C(CCC)[Li] (butyllithium), CCCCCC (hexane). As a reaction SMILES: [C:18](#[N:19])[CH3:20].[CH3:1][O:2][C:3](=[O:4])[CH:5]1[C:6](=[O:16])[NH:7][C:8]2([C:9]3([CH2:10][CH2:11]3)[C:12]1=[O:13])[CH2:14][CH2:15]2.[OH2:17]>>[CH2:5]1[C:6](=[O:16])[NH:7][C:8]2([C:9]3([CH2:10][CH2:11]3)[C:12]1=[O:13])[CH2:14][CH2:15]2. The product is O=C1CC(=O)C2(CC2)C2(CC2)N1. The reactants are CC#N, COC(=O)C1C(=O)NC2(CC2)C2(CC2)C1=O, O.